From a dataset of the Open Reaction Database (ORD), a public repository of structured organic reaction records. describe an organic reaction: reactants, conditions, products, and yield The reactants are CC1(OC[C@H](O1)CN1N=C(C=C1)NC(C(CC(C)C)N1N=CC(=CC1=O)ON1N=NC2=C1C=CC=C2)=O)C (2-[4-(benzotriazol-1-yloxy)-6-oxo-6H-pyridazin-1-yl]-4-methyl-pentanoic acid [1-((R)-2,2-dimethyl-[1,3]dioxolan-4-ylmethyl)-1H-pyrazol-3-yl]-amide), C([O-])([O-])=O.[Cs+].[Cs+] (cesium carbonate), N1C=CC=2C(=CC=CC12)O (1H-indol-4-ol). Solvent: CN(C=O)C (N,N-dimethylformamide). Conditions: temperature 80 celsius, time 8 hour. Yields the product CC1(OC[C@H](O1)CN1N=C(C=C1)NC(C(CC(C)C)N1N=CC(=CC1=O)N1C=CC2=C(C=CC=C12)O)=O)C (2-[4-(4-hydroxy-indol-1-yl)-6-oxo-6H-pyridazin-1-yl]-4-methyl-pentanoic acid [1-((R)-2,2-dimethyl-[1,3]dioxolan-4-ylmethyl)-1H-pyrazol-3-yl]-amide). Yield: 13.3%. RXN SMILES: [CH3:1][C:2]1([CH3:38])[O:6][C@H:5]([CH2:7][N:8]2[CH:12]=[CH:11][C:10]([NH:13][C:14](=[O:37])[CH:15]([N:20]3[C:25](=[O:26])[CH:24]=[C:23](ON4C5C=CC=CC=5N=N4)[CH:22]=[N:21]3)[CH2:16][CH:17]([CH3:19])[CH3:18])=[N:9]2)[CH2:4][O:3]1.C(=O)([O-])[O-].[Cs+].[Cs+].[NH:45]1[C:53]2[CH:52]=[CH:51][CH:50]=[C:49]([OH:54])[C:48]=2[CH:47]=[CH:46]1>CN(C)C=O>[CH3:1][C:2]1([CH3:38])[O:6][C@H:5]([CH2:7][N:8]2[CH:12]=[CH:11][C:10]([NH:13][C:14](=[O:37])[CH:15]([N:20]3[C:25](=[O:26])[CH:24]=[C:23]([N:45]4[C:53]5[C:48](=[C:49]([OH:54])[CH:50]=[CH:51][CH:52]=5)[CH:47]=[CH:46]4)[CH:22]=[N:21]3)[CH2:16][CH:17]([CH3:19])[CH3:18])=[N:9]2)[CH2:4][O:3]1 |f:1.2.3|. Procedure: A solution of 2-[4-(benzotriazol-1-yloxy)-6-oxo-6H-pyridazin-1-yl]-4-methyl-pentanoic acid [1-((R)-2,2-dimethyl-[1,3]dioxolan-4-ylmethyl)-1H-pyrazol-3-yl]-amide (Example 109, Step 1, 0.50 g, 0.95 mmol) in N,N-dimethylformamide (4 mL, 0.24M) was treated with cesium carbonate (0.62 g, 1.90 mmol) and 1H-indol-4-ol (0.15 g, 1.13 mmol). The resulting reaction mixture was stirred at 80° C. overnight. The reaction mixture was then concentrated in vacuo, diluted with water (100 mL), and acidified with a... Reactants: tetrakis triphenylphosphine palladium, BrC=1C=C2C(C(NC(C2=CC1)=O)=O)=CNC1=CC=C(C=C1)N1CCN(CC1)C (6-bromo-4-{[4-(4-methyl-piperazin-1-yl)-phenylamino]-methylene}-4H-isoquinoline-1,3-dione), C([O-])([O-])=O.[Cs+].[Cs+] (cesium carbonate), C(C)(C)[Si](N1C=C(C=C1)B(O)O)(C(C)C)C(C)C (N-triisopropylsilyl-3-pyrrole boronic acid). The solvent is CN(C=O)C (N,N-dimethylformamide). Run at temperature 180 celsius. Yields the product CN1CCN(CC1)C1=CC=C(C=C1)NC=C1C(NC(C2=CC=C(C=C12)C1=CNC=C1)=O)=O (4-{[4-(4-methyl-piperazin-1-yl)-phenylamino]-methylene}-6-(1H-pyrrol-3-yl)-4H-isoquinoline-1,3-dione). Isolated yield 31.2%. Reaction SMILES: Br[C:2]1[CH:3]=[C:4]2[C:9](=[CH:10][CH:11]=1)[C:8](=[O:12])[NH:7][C:6](=[O:13])[C:5]2=[CH:14][NH:15][C:16]1[CH:21]=[CH:20][C:19]([N:22]2[CH2:27][CH2:26][N:25]([CH3:28])[CH2:24][CH2:23]2)=[CH:18][CH:17]=1.C([Si](C(C)C)(C(C)C)[N:33]1[CH:37]=[CH:36][C:35](B(O)O)=[CH:34]1)(C)C.C(=O)([O-])[O-].[Cs+].[Cs+]>CN(C)C=O>[CH3:28][N:25]1[CH2:26][CH2:27][N:22]([C:19]2[CH:18]=[CH:17][C:16]([NH:15][CH:14]=[C:5]3[C:4]4[C:9](=[CH:10][CH:11]=[C:2]([C:35]5[CH:36]=[CH:37][NH:33][CH:34]=5)[CH:3]=4)[C:8](=[O:12])[NH:7][C:6]3=[O:13])=[CH:21][CH:20]=2)[CH2:23][CH2:24]1 |f:2.3.4|. Reported procedure: To a suspension of 6-bromo-4-{[4-(4-methyl-piperazin-1-yl)-phenylamino]-methylene}-4H-isoquinoline-1,3-dione (0.2 g, 0.45 mmol) in N,N-dimethylformamide (5 mL) is added N-triisopropylsilyl-3-pyrrole boronic acid (0.16 g, 0.54 mmol), followed by 300 μL of 2M aqueous cesium carbonate and tetrakis triphenylphosphine palladium (30 mg, 0.025 mmol). The reaction mixture is subjected to microwave heating at 180° C. for 300 seconds. The reaction mixture is then divided into 3 fractions and purified by C... The reactants are COP(OC)(=O)CCCOC=1C=C2C(=C(N(C2=CC1)CC1=CC=CC=C1)CC)CC(=O)N ([3-[[3-(2-amino-2-oxoethyl)-2-ethyl-1-(phenylmethyl)-1H-indol-5-yl]oxy]propyl]phosphonic acid dimethyl ester), [OH-].[Na+] (NaOH). The solvent is CO (MeOH), O (water). Yields the product COP(O)(=O)CCCOC=1C=C2C(=C(N(C2=CC1)CC1=CC=CC=C1)CC)CC(=O)N ([3-[[3-(2-amino-2-oxoethyl)-2-ethyl-1-(phenylmethyl)-1H-indol-5-yl]oxy]propyl]phosphonic acid monomethyl ester). The yield is 77.1%. Reaction SMILES: [CH3:1][O:2][P:3]([CH2:7][CH2:8][CH2:9][O:10][C:11]1[CH:12]=[C:13]2[C:17](=[CH:18][CH:19]=1)[N:16]([CH2:20][C:21]1[CH:26]=[CH:25][CH:24]=[CH:23][CH:22]=1)[C:15]([CH2:27][CH3:28])=[C:14]2[CH2:29][C:30]([NH2:32])=[O:31])(=[O:6])[O:4]C.[OH-].[Na+]>CO.O>[CH3:1][O:2][P:3]([CH2:7][CH2:8][CH2:9][O:10][C:11]1[CH:12]=[C:13]2[C:17](=[CH:18][CH:19]=1)[N:16]([CH2:20][C:21]1[CH:26]=[CH:25][CH:24]=[CH:23][CH:22]=1)[C:15]([CH2:27][CH3:28])=[C:14]2[CH2:29][C:30]([NH2:32])=[O:31])(=[O:4])[OH:6] |f:1.2|. Procedure: A mixture of 162 mg (0.35 mmol) of [3-[[3-(2-amino-2-oxoethyl)-2-ethyl-1-(phenylmethyl)-1H-indol-5-yl]oxy]propyl]phosphonic acid dimethyl ester and 5 mL of 1N NaOH in 10 mL of MeOH was heated to maintain reflux for 5 hours, diluted with water and extracted with ethyl acetate. The aqueous layer was made acidic to pH 2-3 with 1N HCl and extracted with ethyl acetate. The ethyl acetate solution was washed with brine, dried (MgSO4) and concentrated at reduced pressure to give 120 mg (77% yield) of [3...